This data is from the Open Reaction Database (ORD), a public repository of structured organic reaction records. The task is: describe an organic reaction: reactants, conditions, products, and yield Starting materials: CC(CC1CO1)C (4-methyl-1-pentene oxide), NCCCCCCN (hexamethylenediamine). Product: C(CCCCCNCC(CC(C)C)O)NCC(CC(C)C)O (N,N'-(1,6-hexylene)-bis[2-hydroxy-4-methylpentylamine]). RXN SMILES: [CH3:1][CH:2]([CH3:7])[CH2:3][CH:4]1[O:6][CH2:5]1.[NH2:8][CH2:9][CH2:10][CH2:11][CH2:12][CH2:13][CH2:14][NH2:15]>>[CH2:14]([NH:15][CH2:5][CH:4]([OH:6])[CH2:3][CH:2]([CH3:7])[CH3:1])[CH2:13][CH2:12][CH2:11][CH2:10][CH2:9][NH:8][CH2:5][CH:4]([OH:6])[CH2:3][CH:2]([CH3:7])[CH3:1]. Procedure details: Condensation of 4-methyl-1-pentene oxide and hexamethylenediamine affords N,N'-(1,6-hexylene)-bis[2-hydroxy-4-methylpentylamine] (I: R = (CH3)2CHCH2, R' = H, X = (CH2)6, Z = H). Starting materials: O=C(O)C1C=Nc2c(ccc3cccnc23)C1=O, O=C(n1ccnc1)n1ccnc1, CN(C)C=O. Yields the product O=C1c2ccc3cccnc3c2N=CC1C(=O)n1ccnc1. As a reaction SMILES: [C:13]([OH:14])(=[O:15])[CH:16]1[CH:17]=[N:18][c:19]2[c:20]3[n:21][cH:22][cH:23][cH:24][c:25]3[cH:26][cH:27][c:28]2[C:29]1=[O:30].[C:1](=[O:2])([n:3]1[cH:4][cH:5][n:6][cH:7]1)[n:8]1[cH:9][n:10][cH:11][cH:12]1.[O:31]=[CH:32][N:33]([CH3:34])[CH3:35]>>[C:1](=[O:2])([n:8]1[cH:9][n:10][cH:11][cH:12]1)[CH:16]1[CH:17]=[N:18][c:19]2[c:20]3[n:21][cH:22][cH:23][cH:24][c:25]3[cH:26][cH:27][c:28]2[C:29]1=[O:30]. Reactants: N1CC(CC1)CC1=CNC2=CC=C(C=C12)C#N (3-[(3-pyrrolidinyl)methyl]-1H-indole-5-carbonitrile), product, C(O)([O-])=O.[K+] (potassium hydrogen carbonate). Run in CC(CC)=O (2-butanone). Conditions: temperature 80 celsius, time 2 hour. Product: C(#N)C=1C=C2C(=CNC2=CC1)CC1CN(CC1)CCNC(OC(C)(C)C)=O (tert-Butyl 2-{3-[(5-cyano-1H-indol-3-yl)methyl]-1-pyrrolidinyl}ethyl-carbamate). Reaction SMILES: [NH:1]1[CH2:5][CH2:4][CH:3]([CH2:6][C:7]2[C:15]3[C:10](=[CH:11][CH:12]=[C:13]([C:16]#[N:17])[CH:14]=3)[NH:9][CH:8]=2)[CH2:2]1.[C:18](=[O:21])([O-])[OH:19].[K+]>CC(=O)CC>[C:16]([C:13]1[CH:14]=[C:15]2[C:10](=[CH:11][CH:12]=1)[NH:9][CH:8]=[C:7]2[CH2:6][CH:3]1[CH2:4][CH2:5][N:1]([CH2:3][CH2:2][NH:1][C:18](=[O:21])[O:19][C:7]([CH3:15])([CH3:8])[CH3:6])[CH2:2]1)#[N:17] |f:1.2|. Reported procedure: Under an inert atmosphere, 47.3 mmol (10 g) of 3-[(3-pyrrolidinyl)methyl]-1H-indole-5-carbonitrile, 47.3 mmol (9.95 g) of the product described in Preparation B and 1.55 ml of 2-butanone are mixed together and then 47.3 mmol (4.45 g) of potassium hydrogen carbonate are added. The mixture is stirred at 80° C. for 2 hours. After hydrolysis and separating off, the organic phase is washed with saturated sodium chloride solution, dried over magnesium sulphate, filtered and concentrated. Purification ... Starting materials: [Li]CCCC, C1CCOC1, O=C1NC(Cc2ccccc2)CO1, COc1ccc(CC(=O)Cl)cc1. Yields the product COc1ccc(CC(=O)N2C(=O)OCC2Cc2ccccc2)cc1. RXN SMILES: [CH2:1]([Li:2])[CH2:3][CH2:4][CH3:5].[CH2:31]1[O:32][CH2:33][CH2:34][CH2:35]1.[CH2:6]([c:7]1[cH:8][cH:9][cH:10][cH:11][cH:12]1)[CH:13]1[NH:14][C:15](=[O:18])[O:16][CH2:17]1.[CH3:19][O:20][c:21]1[cH:22][cH:23][c:24]([CH2:27][C:28](=[O:29])[Cl:30])[cH:25][cH:26]1>>[CH2:6]([c:7]1[cH:8][cH:9][cH:10][cH:11][cH:12]1)[CH:13]1[N:14]([C:28]([CH2:27][c:24]2[cH:23][cH:22][c:21]([O:20][CH3:19])[cH:26][cH:25]2)=[O:29])[C:15](=[O:18])[O:16][CH2:17]1. Reaction SMILES: [BrH:19].[c:1]1([CH:7]2[CH2:8][CH:9]([CH2:16][CH2:17][OH:18])[c:10]3[cH:11][cH:12][cH:13][cH:14][c:15]32)[cH:2][cH:3][cH:4][cH:5][cH:6]1>>[c:1]1([CH:7]2[CH2:8][CH:9]([CH2:16][CH2:17][Br:19])[c:10]3[cH:11][cH:12][cH:13][cH:14][c:15]32)[cH:2][cH:3][cH:4][cH:5][cH:6]1. The product is BrCCC1CC(c2ccccc2)c2ccccc21. The reactants are Br, OCCC1CC(c2ccccc2)c2ccccc21. The reactants are N1(CCCCC1)CC=1C=C(OCCN)C=CC1 (2-[3-(Piperidinomethyl)phenoxy]ethylamine), [N+](=O)([O-])NC1=NC=C(C(N1)=O)OC (2-nitroamino-5-methoxypyrimidin-4-one). Solvent: N1=CC=CC=C1 (pyridine). The product is N1(CCCCC1)CC=1C=C(OCCNC2=NC=C(C(N2)=O)OC)C=CC1 (2-[2-[3-(Piperidinomethyl)phenoxy]ethylamino]-5-methoxy -pyrimidin-4-one). As a reaction SMILES: [N:1]1([CH2:7][C:8]2[CH:9]=[C:10]([CH:15]=[CH:16][CH:17]=2)[O:11][CH2:12][CH2:13][NH2:14])[CH2:6][CH2:5][CH2:4][CH2:3][CH2:2]1.[N+](N[C:22]1[NH:27][C:26](=[O:28])[C:25]([O:29][CH3:30])=[CH:24][N:23]=1)([O-])=O>N1C=CC=CC=1>[N:1]1([CH2:7][C:8]2[CH:9]=[C:10]([CH:15]=[CH:16][CH:17]=2)[O:11][CH2:12][CH2:13][NH:14][C:22]2[NH:27][C:26](=[O:28])[C:25]([O:29][CH3:30])=[CH:24][N:23]=2)[CH2:6][CH2:5][CH2:4][CH2:3][CH2:2]1. Procedure: 2-[3-(Piperidinomethyl)phenoxy]ethylamine * (1.38 g) and 2-nitroamino-5-methoxypyrimidin-4-one(1.00 g) were stirred under reflux, for 19 hours, in pyridine (15 ml). The reaction mixture was worked-up in a manner analogous to that of Example 5 to give the title compound which was converted to 2-[2-[3-(piperidinomethyl)phenoxy]-ethylamino]-5-methoxypyrimidin-4-one maleate. Reactants: Compound ( 1 ), CN1CCOCC1 (N-methylmorpholine), C[Si](C)(C)C(C(=O)N)[Si](C)(C)C (bis(trimethylsilyl)acetamide), C(C[C@H](C(=O)O)N)C[C@@H](C(=O)O)N.NCC(=O)O (meso-DAP (D)GlyOH), ClC(=O)OCC(C)C (isobutyl chloroformate), C(C)(C)OC(C)C (isopropyl ether). Run in C(Cl)Cl (methylene chloride), C(C)(=O)OCC (ethyl acetate), C(Cl)Cl (methylene chloride), CN(C=O)C (dimethylformamide). Reaction conditions: temperature 0 celsius, time 20 minute. Yields the product N([C@H](C)C(=O)ON1C(=O)CCC1=O)C(=O)OC(C)(C)C (Boc-D-Ala-OSu). As a reaction SMILES: CN1CC[O:5][CH2:4][CH2:3]1.ClC(O[CH2:12][CH:13]([CH3:15])[CH3:14])=O.C([CH2:23][C@H:24]([NH2:28])[C:25]([OH:27])=[O:26])C[C@@H](N)C(O)=O.NC[C:31]([OH:33])=[O:32].C[Si]([CH:38]([Si](C)(C)C)[C:39]([NH2:41])=[O:40])(C)C.C(OC(C)C)(C)C>C(Cl)Cl.CN(C)C=O.C(OCC)(=O)C>[NH:28]([C:31]([O:33][C:13]([CH3:12])([CH3:14])[CH3:15])=[O:32])[C@@H:24]([C:25]([O:27][N:41]1[C:4](=[O:5])[CH2:3][CH2:38][C:39]1=[O:40])=[O:26])[CH3:23] |f:2.3|. Reported procedure: To a cooled mixture of Compound (1) (2.43 g.) and N-methylmorpholine (0.71 g.) in methylene chloride (40 ml.) was added dropwise isobutyl chloroformate (960 mg.) and the mixture was stirred for 20 minutes at 0° C. To this mixture was added a solution of Compound (2) (2.83 g.) in a mixture of methylene chloride (20 ml.) and dimethylformamide (10 ml.) containing bis(trimethylsilyl)acetamide (2 ml.). The reaction mixture was stirred for 2 hours and then concentrated to give an oily residue, which w...